Dataset: the Open Reaction Database (ORD), a public repository of structured organic reaction records. Task: describe an organic reaction: reactants, conditions, products, and yield Starting materials: CCCCOc1ccc2c(c1F)Cc1c-2ccc(B(O)O)c1F, CCCCCc1ccc(Br)cc1, CCO, Cc1ccccc1, [Na+], [Na+], O=C([O-])[O-], O, c1ccc(P(c2ccccc2)(c2ccccc2)[Pd](P(c2ccccc2)(c2ccccc2)c2ccccc2)(P(c2ccccc2)(c2ccccc2)c2ccccc2)P(c2ccccc2)(c2ccccc2)c2ccccc2)cc1. The product is CCCCCc1ccc(-c2ccc3c(c2F)Cc2c-3ccc(OCCCC)c2F)cc1. RXN SMILES: [CH2:1]([CH2:2][CH2:3][CH3:4])[O:5][c:6]1[cH:7][cH:8][c:9]2[c:17]([c:18]1[F:19])[CH2:16][c:15]1[c:10]-2[cH:11][cH:12][c:13]([B:21]([OH:22])[OH:23])[c:14]1[F:20].[CH2:33]([CH2:34][CH2:35][CH2:36][CH3:37])[c:38]1[cH:39][cH:40][c:41]([Br:44])[cH:42][cH:43]1.[CH3:24][CH2:25][OH:26].[CH3:46][c:47]1[cH:48][cH:49][cH:50][cH:51][cH:52]1.[Na+:27].[Na+:28].[O-:29][C:30](=[O:31])[O-:32].[OH2:45].[cH:53]1[cH:54][cH:55][c:56]([P:57]([Pd:58]([P:59]([c:60]2[cH:61][cH:62][cH:63][cH:64][cH:65]2)([c:66]2[cH:67][cH:68][cH:69][cH:70][cH:71]2)[c:72]2[cH:73][cH:74][cH:75][cH:76][cH:77]2)([P:78]([c:79]2[cH:80][cH:81][cH:82][cH:83][cH:84]2)([c:85]2[cH:86][cH:87][cH:88][cH:89][cH:90]2)[c:91]2[cH:92][cH:93][cH:94][cH:95][cH:96]2)[P:97]([c:98]2[cH:99][cH:100][cH:101][cH:102][cH:103]2)([c:104]2[cH:105][cH:106][cH:107][cH:108][cH:109]2)[c:110]2[cH:111][cH:112][cH:113][cH:114][cH:115]2)([c:116]2[cH:117][cH:118][cH:119][cH:120][cH:121]2)[c:122]2[cH:123][cH:124][cH:125][cH:126][cH:127]2)[cH:128][cH:129]1>>[CH2:1]([CH2:2][CH2:3][CH3:4])[O:5][c:6]1[cH:7][cH:8][c:9]2[c:17]([c:18]1[F:19])[CH2:16][c:15]1[c:10]-2[cH:11][cH:12][c:13](-[c:41]2[cH:40][cH:39][c:38]([CH2:33][CH2:34][CH2:35][CH2:36][CH3:37])[cH:43][cH:42]2)[c:14]1[F:20]. Starting materials: CS(=O)C (DMSO), C(C(=O)Cl)(=O)Cl (oxalyl chloride), CN(C)C1=CC(=CC(=C1)CO)Cl (3-Chloro-5-N,N-dimethylaminobenzyl Alcohol), CCN(C(C)C)C(C)C (DIPEA). The product is CN(C)C1=CC(=CC(=C1)C=O)Cl (3-Chloro-5-N,N-dimethylaminobenzaldehyde). Reported procedure: To a solution of DMSO (7.58 g, 97.0 mmol) in CH2Cl2 (100 μL) at −78° C. was added oxalyl chloride (6.16 g, 48.5 mmol) over the course of 10 min. After an additional 15 min at −78° C., a solution of 3-chloro-5-N,N-dimethylaminobenzyl alcohol (8.18 g, 44.1 mmol; see step (i) above) in CH2Cl2 (100 mL) was added over the course of 15 min. The resulting solution was stirred at −78° C. for 1 h prior to the addition of DIPEA (28.5 g, 220.5 mmol). The solution was warmed to 25° C. and stirred for 18 h, ... Isolated yield 92.6%. Solvent: C(Cl)Cl (CH2Cl2), C(Cl)Cl (CH2Cl2). RXN SMILES: CS(C)=O.C(Cl)(=O)C(Cl)=O.[CH3:11][N:12]([C:14]1[CH:19]=[C:18]([CH2:20][OH:21])[CH:17]=[C:16]([Cl:22])[CH:15]=1)[CH3:13].CCN(C(C)C)C(C)C>C(Cl)Cl>[CH3:13][N:12]([C:14]1[CH:19]=[C:18]([CH:20]=[O:21])[CH:17]=[C:16]([Cl:22])[CH:15]=1)[CH3:11]. Reaction conditions: temperature -78 celsius, time 15 minute. Reactants: ( c ), [OH-].[Na+] (sodium hydroxide), C(=O)(O)C1(C(C(=C(C1)C)O)=O)C (2-carboxy-2,4-dimethylcyclopent-4-en-5-olone), S(O)(O)(=O)=O (sulphuric acid). The product is CC1=C(C(C(C1)C)=O)O (3,5-dimethylcyclopent-2-en-2-olone). Isolated yield 91.0%. RXN SMILES: [C:1]([C:4]1(C)[CH2:8][C:7]([CH3:9])=[C:6]([OH:10])[C:5]1=[O:11])(O)=O.S(=O)(=O)(O)O.[OH-].[Na+]>>[CH3:1][C:4]1[CH2:8][CH:7]([CH3:9])[C:6](=[O:10])[C:5]=1[OH:11] |f:2.3|. Procedure: 85.1 g (0.5 mol) of the acid obtained according to paragraph (c), namely 2-carboxy-2,4-dimethylcyclopent-4-en-5-olone, are treated with 851 ml of 10% sulphuric acid and the mixture is refluxed for 45 minutes. For the working-up, the mixture is adjusted to pH 7 with 2N sodium hydroxide solution and then extracted three times with methylene chloride. The combined organic phases are dried over sodium sulphate and dried in a high vacuum for 1 hour. There are obtained 57.4 g (91%) of crystalline 3,5-... Reactants: N[C@@H](CC1=CC=C(C=C1)O)C(=O)O (tyrosine), N[C@@H](CC1=CNC2=CC=CC=C12)C(=O)O (tryptophane). The product is OC1=CC=C2NC=C(C[C@H](N)C(=O)O)C2=C1 (5-hydroxytryptophan). Reaction SMILES: N[C@H](C(O)=O)CC1C=CC([OH:10])=CC=1.[NH2:14][C@H:15]([C:26]([OH:28])=[O:27])[CH2:16][C:17]1[C:25]2[C:20](=[CH:21][CH:22]=[CH:23][CH:24]=2)[NH:19][CH:18]=1>>[OH:10][C:23]1[CH:24]=[C:25]2[C:20]([NH:19][CH:18]=[C:17]2[CH2:16][C@@H:15]([C:26]([OH:28])=[O:27])[NH2:14])=[CH:21][CH:22]=1. Procedure details: The process is conducted as described in the foregoing Example 6, except that instead of tyrosine 0.21 g of tryptophane is used, the reaction medium pH is 4.0. 0.105 g of 5-hydroxytryptophan is obtained (50% as calculated for the starting compound) having melting point of 287°-288° C. The composition, in percent, is as follows: